From a dataset of the Open Reaction Database (ORD), a public repository of structured organic reaction records. describe an organic reaction: reactants, conditions, products, and yield As a reaction SMILES: [CH3:1][O:2][C:3]([C:5]1[N:6]([CH3:12])[C:7]([CH2:10][OH:11])=[N:8][CH:9]=1)=[O:4].[H-].[Na+].S(OC)(O[CH3:19])(=O)=O.ClCCl>CN(C)C=O>[CH3:1][O:2][C:3]([C:5]1[N:6]([CH3:12])[C:7]([CH2:10][O:11][CH3:19])=[N:8][CH:9]=1)=[O:4] |f:1.2|. Procedure details: A solution of 2-hydroxymethyl-3-methyl-3H-imidazole-4-carboxylic acid methyl ester (250 mg, 1.5 mmol) in dimethylformamide (10 ml) is subsequently treated with sodium hydride (71 mg 60% dispersion in mineral oil, 1.8 mmol) and after 0.5 h with dimethyl sulfate (0.17 ml, 1.8 mmol). After 1 h at ambient temperature, the volatile componantes are removed in vacuo, the residue taken up in ethyl accetate (20 ml) and water (20 ml) and the phases separated. The aqueous phase is extracted twice with ethy... The reactants are COC(=O)C=1N(C(=NC1)CO)C (2-hydroxymethyl-3-methyl-3H-imidazole-4-carboxylic acid methyl ester), [H-].[Na+] (sodium hydride), S(=O)(=O)(OC)OC (dimethyl sulfate), ClCCl (dichloromethane). The solvent is CN(C=O)C (dimethylformamide). The yield is 42.0%. Product: COC(=O)C=1N(C(=NC1)COC)C (2-Methoxymethyl-3-methyl-3H-imidazole-4-carboxylic acid methyl ester). Conditions: time 1 hour. Starting materials: C(C1=CC=NC=C1)(=O)OCC (ethyl isonicotinate), BrCCC1=CC=CC=C1 (2-bromoethylbenzene). The solvent is CC(C)O (2-propanol). Yields the product [Br-].C1(=CC=CC=C1)CC[N+]1=CC=C(C=C1)C(=O)OCC (1-(2-phenylethyl)-4-carboethoxypyridinium bromide). Isolated yield 80.3%. Reaction SMILES: [C:1]([O:9][CH2:10][CH3:11])(=[O:8])[C:2]1[CH:7]=[CH:6][N:5]=[CH:4][CH:3]=1.[Br:12][CH2:13][CH2:14][C:15]1[CH:20]=[CH:19][CH:18]=[CH:17][CH:16]=1>CC(O)C>[Br-:12].[C:15]1([CH2:14][CH2:13][N+:5]2[CH:6]=[CH:7][C:2]([C:1]([O:9][CH2:10][CH3:11])=[O:8])=[CH:3][CH:4]=2)[CH:20]=[CH:19][CH:18]=[CH:17][CH:16]=1 |f:3.4|. Procedure details: A mixture of 5.00 g (33 mmol) of ethyl isonicotinate, 6.12 g (33 mmol) of 2-bromoethylbenzene and 25 mL of 2-propanol were heated at reflux for 17 hours. The mixture was evaporated to dryness and triturated 3×75 mL with ether. The excess ether was removed by evaporation and there was obtained 8.91 g of 1-(2-phenylethyl)-4-carboethoxypyridinium bromide as a yellow solid. NMR (CDCl3) 58.97 (d, 2H); 8.34 (d, 2H); 7.13-7.2 6 (m, 5H); 5.35-5.42 (m, 2H); 4.41-4.50 (q, 2H); 3.39-3.47 (t, 2H); 2.58-2.65... Starting materials: CCOC(=O)COc1cccc(CBr)c1, CN(C)C=O, [K+], [K+], O=C([O-])[O-], c1ccc(-c2nc(C3CCCN3)oc2-c2ccccc2)cc1. Product: CCOC(=O)COc1cccc(CN2CCCC2c2nc(-c3ccccc3)c(-c3ccccc3)o2)c1. RXN SMILES: [Br:23][CH2:24][c:25]1[cH:26][c:27]([O:31][CH2:32][C:33](=[O:34])[O:35][CH2:36][CH3:37])[cH:28][cH:29][cH:30]1.[CH3:44][N:45]([CH3:46])[CH:47]=[O:48].[K+:38].[K+:39].[O-:40][C:41]([O-:42])=[O:43].[c:1]1(-[c:7]2[n:8][c:9]([CH:18]3[NH:19][CH2:20][CH2:21][CH2:22]3)[o:10][c:11]2-[c:12]2[cH:13][cH:14][cH:15][cH:16][cH:17]2)[cH:2][cH:3][cH:4][cH:5][cH:6]1>>[c:1]1(-[c:7]2[n:8][c:9]([CH:18]3[N:19]([CH2:24][c:25]4[cH:26][c:27]([O:31][CH2:32][C:33](=[O:34])[O:35][CH2:36][CH3:37])[cH:28][cH:29][cH:30]4)[CH2:20][CH2:21][CH2:22]3)[o:10][c:11]2-[c:12]2[cH:13][cH:14][cH:15][cH:16][cH:17]2)[cH:2][cH:3][cH:4][cH:5][cH:6]1. Reactants: CNc1cc(OC)c(Oc2ccnc(C(=O)O)c2)cc1[N+](=O)[O-], CCN=C=NCCCN(C)C, CC(C)NC(C)C, [Cl-], [NH4+], C1CCOC1, On1nnc2cccnc21. Yields the product CNc1cc(OC)c(Oc2ccnc(C(N)=O)c2)cc1[N+](=O)[O-]. RXN SMILES: [CH3:1][O:2][c:3]1[c:4]([O:5][c:6]2[cH:7][c:8]([C:12](=[O:13])[OH:14])[n:9][cH:10][cH:11]2)[cH:15][c:16]([N+:21](=[O:22])[O-:23])[c:17]([NH:19][CH3:20])[cH:18]1.[CH3:24][N:25]([CH3:26])[CH2:27][CH2:28][CH2:29][N:30]=[C:31]=[N:32][CH2:33][CH3:34].[CH:45]([NH:46][CH:47]([CH3:48])[CH3:49])([CH3:50])[CH3:51].[Cl-:52].[NH4+:53].[O:54]1[CH2:55][CH2:56][CH2:57][CH2:58]1.[n:35]1[c:36]2[c:37]([n:38][cH:39][cH:40][cH:41]2)[n:42]([OH:43])[n:44]1>>[CH3:1][O:2][c:3]1[c:4]([O:5][c:6]2[cH:7][c:8]([C:12](=[O:13])[NH2:25])[n:9][cH:10][cH:11]2)[cH:15][c:16]([N+:21](=[O:22])[O-:23])[c:17]([NH:19][CH3:20])[cH:18]1. Starting materials: FC=1C=C(C=C2CCC(N(C12)C)=O)I (8-fluoro-6-iodo-1-methyl-1,2,3,4-tetrahydroquinolin-2-one), O[C@]1(C[C@@H](OCC1)C)C=1C=C(SC1)S ((2S,4R)-4-hydroxy-4-(2-mercaptothien-4-yl)-2-methyltetrahydropyran). Product: FC=1C=C(C=C2CCC(N(C12)C)=O)SC=1SC=C(C1)[C@@]1(C[C@@H](OCC1)C)O ((2S,4R)-4-[2-(8-fluoro-1-methyl-2-oxo-1,2,3,4-tetrahydroquinolin-6-ylthio)thien-4-yl]-4-hydroxy-2-methyltetrahydropyran). Isolated yield 40.0%. RXN SMILES: [F:1][C:2]1[CH:3]=[C:4](I)[CH:5]=[C:6]2[C:11]=1[N:10]([CH3:12])[C:9](=[O:13])[CH2:8][CH2:7]2.[OH:15][C@:16]1([C:23]2[CH:24]=[C:25]([SH:28])[S:26][CH:27]=2)[CH2:21][CH2:20][O:19][C@@H:18]([CH3:22])[CH2:17]1>>[F:1][C:2]1[CH:3]=[C:4]([S:28][C:25]2[S:26][CH:27]=[C:23]([C@@:16]3([OH:15])[CH2:21][CH2:20][O:19][C@@H:18]([CH3:22])[CH2:17]3)[CH:24]=2)[CH:5]=[C:6]2[C:11]=1[N:10]([CH3:12])[C:9](=[O:13])[CH2:8][CH2:7]2. Procedure details: Using an analogous procedure to that described in Example 5, 8-fluoro-6-iodo-1-methyl-1,2,3,4-tetrahydroquinolin-2-one with (2S,4R)-4-hydroxy-4-(2-mercaptothien-4-yl)-2-methyltetrahydropyran to give (2S,4R)-4-[2-(8-fluoro-1-methyl-2-oxo-1,2,3,4-tetrahydroquinolin-6-ylthio)thien-4-yl]-4-hydroxy-2-methyltetrahydropyran in 40% yield as a foam; Starting materials: CNC(=O)N1CC(CCC1)N (1-(N-methylcarbamoyl)-3-aminopiperidine), C(C)(=O)OC1C2=CC=CC=C2OC=2C=CC=CC12 (9-acetoxyxanthene). The solvent is C1(=CC=CC=C1)C (toluene). Product: CNC(=O)N1CC(CCC1)NC1C2=CC=CC=C2OC=2C=CC=CC12 (N-[1-(N-methylcarbamoyl)-3-piperidinyl]-9-xanthenylamine). Reaction SMILES: [CH3:1][NH:2][C:3]([N:5]1[CH2:10][CH2:9][CH2:8][CH:7]([NH2:11])[CH2:6]1)=[O:4].C(O[CH:16]1[C:29]2[CH:28]=[CH:27][CH:26]=[CH:25][C:24]=2[O:23][C:22]2[C:17]1=[CH:18][CH:19]=[CH:20][CH:21]=2)(=O)C>C1(C)C=CC=CC=1>[CH3:1][NH:2][C:3]([N:5]1[CH2:10][CH2:9][CH2:8][CH:7]([NH:11][CH:16]2[C:17]3[CH:18]=[CH:19][CH:20]=[CH:21][C:22]=3[O:23][C:24]3[C:29]2=[CH:28][CH:27]=[CH:26][CH:25]=3)[CH2:6]1)=[O:4]. Procedure: Reacting 1-(N-methylcarbamoyl)-3-aminopiperidine with 9-acetoxyxanthene in dry toluene by the procedure of Example 1 gives N-[1-(N-methylcarbamoyl)-3-piperidinyl]-9-xanthenylamine.